From a dataset of the Open Reaction Database (ORD), a public repository of structured organic reaction records. describe an organic reaction: reactants, conditions, products, and yield Reactants: O=P(O)(O)OCC1OC(n2cnc3c(O)ncnc32)C(O)C1O, Cl. The product is OCC1OC(n2cnc3c(O)ncnc32)C(O)C1O. As a reaction SMILES: [CH:1]1([n:14]2[cH:15][n:16][c:17]3[c:18]([OH:19])[n:20][cH:21][n:22][c:23]23)[CH:2]([OH:3])[CH:4]([OH:5])[CH:6]([CH2:7][O:8][P:9]([OH:10])([OH:11])=[O:12])[O:13]1.[ClH:24]>>[CH:1]1([n:14]2[cH:15][n:16][c:17]3[c:18]([OH:19])[n:20][cH:21][n:22][c:23]23)[CH:2]([OH:3])[CH:4]([OH:5])[CH:6]([CH2:7][OH:8])[O:13]1. Starting materials: C1(CCC1)C[C@@H](C(=O)N(C)[C@@H]([C@@H](C1=CC=CC=C1)O)C)C1=CC(=C(C=C1)SC)C ((R)-3-cyclobutyl-N-((1R,2R)-2-hydroxy-1-methyl-2-phenyl-ethyl)-N-methyl-2-(3-methyl-4-methylsulfanyl-phenyl)-propionamide), S(O)(O)(=O)=O (sulfuric acid). Run in O (water), O1CCOCC1 (dioxane). Conditions: temperature 110 celsius. The product is C1(CCC1)C[C@@H](C(=O)O)C1=CC(=C(C=C1)SC)C ((R)-3-cyclobutyl-2-(3-methyl-4-methylsulfanyl-phenyl)-propionic acid). Yield: 77.0%. As a reaction SMILES: [CH:1]1([CH2:5][C@H:6]([C:21]2[CH:26]=[CH:25][C:24]([S:27][CH3:28])=[C:23]([CH3:29])[CH:22]=2)[C:7](N([C@H](C)[C@H](O)C2C=CC=CC=2)C)=[O:8])[CH2:4][CH2:3][CH2:2]1.S(=O)(=O)(O)[OH:31]>O1CCOCC1.O>[CH:1]1([CH2:5][C@H:6]([C:21]2[CH:26]=[CH:25][C:24]([S:27][CH3:28])=[C:23]([CH3:29])[CH:22]=2)[C:7]([OH:8])=[O:31])[CH2:2][CH2:3][CH2:4]1. Procedure details: A solution of (R)-3-cyclobutyl-N-((1R,2R)-2-hydroxy-1-methyl-2-phenyl-ethyl)-N-methyl-2-(3-methyl-4-methylsulfanyl-phenyl)-propionamide (300 mg, 0.73 mmol) in dioxane (4 mL) was treated with a 9 N aqueous sulfuric acid solution (2 mL). The resulting solution was then heated at 110° C. for 16 h. The reaction was then cooled and diluted with water (75 mL) and extracted with a chloroform/methanol solution (3:2, 2×50 mL) and then concentrated. The resulting residue was then dissolved in methylene ch... The reactants are one, C1(CCCC2=CC=CC=C12)=O (1-tetralone), C[O-].[Na+] (sodium methoxide), CO (methanol), FC(C(=O)OCC)(F)F (ethyl trifluoroacetate). Run in CCOCC (ether), Cl (HCl), CCOCC (ether). The product is FC(C(=O)C1C(C2=CC=CC=C2CC1)=O)(F)F (2-trifluoroacetyl-1-tetralone). The yield is 66.1%. Reaction SMILES: [F:1][C:2]([F:9])([F:8])[C:3]([O:5]CC)=O.C[O-].[Na+].CO.[C:15]1(=[O:25])[C:24]2[C:19](=[CH:20][CH:21]=[CH:22][CH:23]=2)[CH2:18][CH2:17][CH2:16]1>CCOCC.Cl>[F:9][C:2]([F:1])([F:8])[C:3]([CH:16]1[CH2:17][CH2:18][C:19]2[C:24](=[CH:23][CH:22]=[CH:21][CH:20]=2)[C:15]1=[O:25])=[O:5] |f:1.2|. Procedure: A 250 mL one necked round bottomed flask equipped with a reflux condenser, nitrogen inlet and provisions for magnetic stirring was charged with ethyl trifluoroacetate (28.4 g, 0.2 mol) and 75 mL of ether. To this solution was added 48 mL of 25% sodium methoxide in methanol (0.21 mol). A solution of 1-tetralone (29.2 g, 0.2 mol) in 50 mL of ether was then added over about 5 min. The reaction mixture was then stirred at room temperature for 14 h and then was diluted with 100 mL of 3N HCl. The phas... RXN SMILES: [C:47](=[O:48])([O-:49])[OH:50].[CH3:55][C:56]#[N:57].[Cl:52][CH2:53][Cl:54].[Cl:8][c:9]1[c:10]([CH:17]([CH3:18])[O:19][c:20]2[cH:21][c:22]3[c:23]([n:24][c:25]([NH:27][C:28]([CH2:29][N:30]4[CH2:31][CH2:32][N:33]([C:36]([O:37][C:38]([CH3:39])([CH3:40])[CH3:41])=[O:42])[CH2:34][CH2:35]4)=[O:43])[s:26]3)[cH:44][c:45]2[F:46])[c:11]([Cl:16])[cH:12][cH:13][c:14]1[F:15].[Na+:51].[OH:1][C:2]([C:3]([F:4])([F:5])[F:6])=[O:7]>>[Cl:8][c:9]1[c:10]([CH:17]([CH3:18])[O:19][c:20]2[cH:21][c:22]3[c:23]([n:24][c:25]([NH:27][C:28]([CH2:29][N:30]4[CH2:31][CH2:32][NH:33][CH2:34][CH2:35]4)=[O:43])[s:26]3)[cH:44][c:45]2[F:46])[c:11]([Cl:16])[cH:12][cH:13][c:14]1[F:15]. The reactants are O=C([O-])O, CC#N, ClCCl, CC(Oc1cc2sc(NC(=O)CN3CCN(C(=O)OC(C)(C)C)CC3)nc2cc1F)c1c(Cl)ccc(F)c1Cl, [Na+], O=C(O)C(F)(F)F. Yields the product CC(Oc1cc2sc(NC(=O)CN3CCNCC3)nc2cc1F)c1c(Cl)ccc(F)c1Cl. Starting materials: CCO, [H][H], [K+], CCCCC12CCC(=O)C(C)=C1c1cc(F)c(N)c([N+](=O)[O-])c1C2, CC(=O)[O-]. The product is CCCCC12CCC(=O)C(C)=C1c1cc(F)c(N)c(N)c1C2. As a reaction SMILES: [CH3:32][CH2:33][OH:34].[H:30][H:31].[K+:29].[NH2:1][c:2]1[c:3]([F:24])[cH:4][c:5]2[c:13]([c:14]1[N+:15]([O-:16])=[O:17])[CH2:12][C:11]1([CH2:18][CH2:19][CH2:20][CH3:21])[C:6]2=[C:7]([CH3:23])[C:8](=[O:22])[CH2:9][CH2:10]1.[O-:25][C:26]([CH3:27])=[O:28]>>[NH2:1][c:2]1[c:3]([F:24])[cH:4][c:5]2[c:13]([c:14]1[NH2:15])[CH2:12][C:11]1([CH2:18][CH2:19][CH2:20][CH3:21])[C:6]2=[C:7]([CH3:23])[C:8](=[O:22])[CH2:9][CH2:10]1. The reactants are O=C([O-])[O-], Cc1c(C=O)cnn1C, ClCCl, NC1CCC(CNc2nc(NCc3ccccc3OC(F)(F)F)ncc2[N+](=O)[O-])CC1, [Na+], [Na+]. The product is Cc1c(CNC2CCC(CNc3nc(NCc4ccccc4OC(F)(F)F)ncc3[N+](=O)[O-])CC2)cnn1C. RXN SMILES: [C:44](=[O:45])([O-:46])[O-:47].[CH3:32][n:33]1[n:34][cH:35][c:36]([CH:39]=[O:40])[c:37]1[CH3:38].[Cl:41][CH2:42][Cl:43].[NH2:1][CH:2]1[CH2:3][CH2:4][CH:5]([CH2:8][NH:9][c:10]2[n:11][c:12]([NH:19][CH2:20][c:21]3[c:22]([O:27][C:28]([F:29])([F:30])[F:31])[cH:23][cH:24][cH:25][cH:26]3)[n:13][cH:14][c:15]2[N+:16](=[O:17])[O-:18])[CH2:6][CH2:7]1.[Na+:48].[Na+:49]>>[NH:1]([CH:2]1[CH2:3][CH2:4][CH:5]([CH2:8][NH:9][c:10]2[n:11][c:12]([NH:19][CH2:20][c:21]3[c:22]([O:27][C:28]([F:29])([F:30])[F:31])[cH:23][cH:24][cH:25][cH:26]3)[n:13][cH:14][c:15]2[N+:16](=[O:17])[O-:18])[CH2:6][CH2:7]1)[CH2:39][c:36]1[cH:35][n:34][n:33]([CH3:32])[c:37]1[CH3:38].